Task: describe an organic reaction: reactants, conditions, products, and yield. Dataset: the Open Reaction Database (ORD), a public repository of structured organic reaction records Starting materials: solid, C(CCCCC)C=1C=C(C(=C(C1)C1=CC=CC=C1)OCC(=O)OC)C1=CC=CC=C1 ((5′-Hexyl-[1,1′;3′1″]terphenyl-2′-yloxy)acetic acid, methyl ester), [K+].[Br-] (KBr). The product is C(CCCCC)C=1C=C(C(=C(C1)C1=CC=CC=C1)OCC(=O)O)C1=CC=CC=C1 ((5′-Hexyl-[1,1′;3′,1″]terphenyl-2′-yloxy)acetic acid). RXN SMILES: [CH2:1]([C:7]1[CH:8]=[C:9]([C:25]2[CH:30]=[CH:29][CH:28]=[CH:27][CH:26]=2)[C:10]([O:19][CH2:20][C:21]([O:23]C)=[O:22])=[C:11]([C:13]2[CH:18]=[CH:17][CH:16]=[CH:15][CH:14]=2)[CH:12]=1)[CH2:2][CH2:3][CH2:4][CH2:5][CH3:6].[K+].[Br-]>>[CH2:1]([C:7]1[CH:12]=[C:11]([C:13]2[CH:18]=[CH:17][CH:16]=[CH:15][CH:14]=2)[C:10]([O:19][CH2:20][C:21]([OH:23])=[O:22])=[C:9]([C:25]2[CH:30]=[CH:29][CH:28]=[CH:27][CH:26]=2)[CH:8]=1)[CH2:2][CH2:3][CH2:4][CH2:5][CH3:6] |f:1.2|. Procedure: The title compound was prepared as a white solid (0.559 g, 67%) from (5′-Hexyl-[1,1′;3′1″]terphenyl-2′-yloxy)acetic acid, methyl ester (0.870 g, 2.161 mmol) using a procedure similar to step 4 of example 165; mp 87-89° C.; 1H NMR (400 MHz, DMSO-d6) δ0.82-0.86 (m, 3H), 1.22-1.37 (m, 6H), 1.56-1.64 (m, 2H), 2.61 (t, J=7.5 Hz, 2H), 3.71 (s, 2H), 7.16 (s, 2H), 7.32-7.37 (m, 2H), 7.39-7.44 (m, 4H), 7.54-7.59 (m, 4H), 12.47 (broad s, 1H); IR (KBr) 3450, 2920, 1725, 1420, 1210 cm−1; mass spectrum [EI],... The reactants are O=C1NC(=C(C=C1)[N+](=O)[O-])C (2-oxo-5-nitro-6-methyl-1,2-dihydropyridine), P(=O)(Cl)(Cl)Cl (phosphorous oxychloride), P(Cl)(Cl)(Cl)(Cl)Cl (phosphorous pentachloride), P(Cl)(Cl)(Cl)(Cl)Cl (phosphorous pentachloride), P(=O)(Cl)(Cl)Cl (phosphorous oxychloride). Solvent: ice water. Reaction conditions: temperature 110 celsius, time 1 hour. The product is ClC1=NC(=C(C=C1)[N+](=O)[O-])C (2-Chloro-5-Nitro-6-Methylpyridine). Isolated yield 182.2%. Reaction SMILES: O=[C:2]1[CH:7]=[CH:6][C:5]([N+:8]([O-:10])=[O:9])=[C:4]([CH3:11])[NH:3]1.P(Cl)(Cl)([Cl:14])=O.P(Cl)(Cl)(Cl)(Cl)Cl>>[Cl:14][C:2]1[CH:7]=[CH:6][C:5]([N+:8]([O-:10])=[O:9])=[C:4]([CH3:11])[N:3]=1. Procedure: A mixture of 2-oxo-5-nitro-6-methyl-1,2-dihydropyridine (38.95 g, 253 mmol), phosphorous oxychloride (12.3 mL, 130 mmol), and phosphorous pentachloride (27.9 g, 134 mmol) was heated at 110° C. for 2 hours, whereupon the reaction mixture was charged with an additional portion of phosphorous pentachloride and phosphorous oxychloride (9.9 g and 4.8 mL, respectively). The reaction was stirred 1 hour, then poured into ice-water (600 mL). The brown solid was filtered and washed with cold water, to giv...